Dataset: the Open Reaction Database (ORD), a public repository of structured organic reaction records. Task: describe an organic reaction: reactants, conditions, products, and yield Reactants: IC1=CC(=CC=C1)[N+](=O)[O-] (1-iodo-3-nitrobenzene), N1=CC(=CC=C1)B(O)O (pyridine-3-boronic acid), PdCl2dppf, C(=O)([O-])[O-].[Na+].[Na+] (Na2CO3). The solvent is COCCOC (DME). Product: [N+](=O)([O-])C=1C=C(C=CC1)C=1C=NC=CC1 (3-(3-Nitrophenyl)pyridine). Reaction SMILES: I[C:2]1[CH:7]=[CH:6][CH:5]=[C:4]([N+:8]([O-:10])=[O:9])[CH:3]=1.[N:11]1[CH:16]=[CH:15][CH:14]=[C:13](B(O)O)[CH:12]=1.C([O-])([O-])=O.[Na+].[Na+]>COCCOC>[N+:8]([C:4]1[CH:3]=[C:2]([C:13]2[CH:12]=[N:11][CH:16]=[CH:15][CH:14]=2)[CH:7]=[CH:6][CH:5]=1)([O-:10])=[O:9] |f:2.3.4|. Reported procedure: To a 1-iodo-3-nitrobenzene (1.0 g, 4.01 mmol) in dry DME (20 mL) was added pyridine-3-boronic acid (641 mg, 5.22 mmol), PdCl2dppf (327 mg, 0.40 mmol), and 2M Na2CO3 (3.0 mL) The resulting mixture was heated to reflux under N2 for 15 h. Solvent was separated from inorganic solid by filtration. The solvent was removed and the residue was extracted with CHCl3. The organic layer was washed with water, brine, and dried over MgSO4. The solvent was removed to give dark brown solid which was purified by... Reactants: Cc1nc2c(F)cc(C(C)(C)C)cc2c(O)c1C, CCCCOC(=O)Cl, [H-], [Na+], C1CCOC1, O. The product is CCCCOC(=O)c1c(C)c(C)nc2c(F)cc(C(C)(C)C)cc12. Reaction SMILES: [CH3:3][c:4]1[n:5][c:6]2[c:7]([F:20])[cH:8][c:9]([C:16]([CH3:17])([CH3:18])[CH3:19])[cH:10][c:11]2[c:12]([OH:15])[c:13]1[CH3:14].[Cl:21][C:22](=[O:23])[O:24][CH2:25][CH2:26][CH2:27][CH3:28].[H-:1].[Na+:2].[O:30]1[CH2:31][CH2:32][CH2:33][CH2:34]1.[OH2:29]>>[CH3:3][c:4]1[n:5][c:6]2[c:7]([F:20])[cH:8][c:9]([C:16]([CH3:17])([CH3:18])[CH3:19])[cH:10][c:11]2[c:12]([C:22](=[O:23])[O:24][CH2:25][CH2:26][CH2:27][CH3:28])[c:13]1[CH3:14].